Task: describe an organic reaction: reactants, conditions, products, and yield. Dataset: the Open Reaction Database (ORD), a public repository of structured organic reaction records Starting materials: CCCCCC (hexane), [H-].C(C(C)C)[Al+]CC(C)C (diisobutylaluminum hydride), compound ( 4-6 ), C[Si](OC1C2CC[C@@H]([C@]2(CCC1)C)[C@@H](CCC(=O)OC)CCC)(C)C (methyl(4R)-4-[(1R,7aR)-octahydro-4-trimethylsilyloxy-7a-methyl-1H-inden-1-yl]-heptanoate), saturated aqueous solution, [Cl-].N (ammonia chloride), CCCCCC (hexane). Run in CO (methanol), CCOCC (ether). Reaction conditions: temperature -95 celsius. Product: desired product ( 4-7 ), C[Si](OC1C2CC[C@@H]([C@]2(CCC1)C)[C@@H](CCC=O)C)(C)C ((4R)-4-[(1R,7aR)-octahydro-4-trimethylsilyloxy-7a-methyl-1H-inden-1-yl]-pentanal). Isolated yield 92.0%. As a reaction SMILES: [CH3:1][Si:2]([CH3:25])([CH3:24])[O:3][CH:4]1[CH2:12][CH2:11][CH2:10][C@@:9]2([CH3:13])[CH:5]1[CH2:6][CH2:7][C@@H:8]2[C@H:14]([CH2:21]CC)[CH2:15][CH2:16][C:17](OC)=[O:18].CCCCCC.[H-].C([Al+]CC(C)C)C(C)C.[Cl-].N>CCOCC.CO>[CH3:25][Si:2]([CH3:1])([CH3:24])[O:3][CH:4]1[CH2:12][CH2:11][CH2:10][C@@:9]2([CH3:13])[CH:5]1[CH2:6][CH2:7][C@@H:8]2[C@H:14]([CH3:21])[CH2:15][CH2:16][CH:17]=[O:18] |f:2.3,4.5|. Procedure details: A 3.79 g amount of the compound (4-6), methyl(4R)-4-[(1R,7aR)-octahydro-4-trimethylsilyloxy-7a-methyl-1H-inden-1-yl]-heptanoate was taken in a 300 ml eggplant-shaped flask, 100 ml of hexane was added, and the solution was stirred and cooled to −95° C. Thereafter 12.3 ml of a hexane solution (0.93 mol/liter) of diisobutylaluminum hydride was added and the solution stirred for 1 hour. A 100 ml amount of methanol was used to break down the excess reducing agent, then 30 ml of a saturated aqueous so... The reactants are NC1=NC=CC=C1OCC1=CC=CC=C1 (2-amino-3-benzyloxy pyridine), ClC1=CC=C(C=C1)N=C=S (4-chlorophenylisothiocyanate), CCOCC (ether). Solvent: C1(=CC=CC=C1)C (toluene). Yields the product C(C1=CC=CC=C1)OC=1C(=NC=CC1)NC(=S)NC1=CC=C(C=C1)Cl (N-(3-Benzyloxy-2-pyridyl)-N'-(4-chlorophenyl)thiourea). RXN SMILES: [NH2:1][C:2]1[C:7]([O:8][CH2:9][C:10]2[CH:15]=[CH:14][CH:13]=[CH:12][CH:11]=2)=[CH:6][CH:5]=[CH:4][N:3]=1.[Cl:16][C:17]1[CH:22]=[CH:21][C:20]([N:23]=[C:24]=[S:25])=[CH:19][CH:18]=1.CCOCC>C1(C)C=CC=CC=1>[CH2:9]([O:8][C:7]1[C:2]([NH:1][C:24]([NH:23][C:20]2[CH:21]=[CH:22][C:17]([Cl:16])=[CH:18][CH:19]=2)=[S:25])=[N:3][CH:4]=[CH:5][CH:6]=1)[C:10]1[CH:11]=[CH:12][CH:13]=[CH:14][CH:15]=1. Reported procedure: A stirring mixture of 2-amino-3-benzyloxy pyridine (5.37 g, 0.0268 mol) and 4-chlorophenylisothiocyanate (5 g, 0.0295 mol) in toluene (20 ml) was heated under reflux for 2 h. After allowing to cool, the solution was treated with ether, and the resulting solid filtered off, washed and dried. Yield 8.33 g (84%), m.p. 140°-143 ° C. The reactants are [OH-].[Na+] (sodium hydroxide), ClC=1C(=C(NC2=NC=NC3=CC(=C(C=C23)O[C@@H]2C[C@H](N(C2)C(=O)OC(C)(C)C)C(=O)OC)OC)C=CC1)F (4-(3-chloro-2-fluoroanilino)-6-[(2S,4R)-1-(tert-butoxycarbonyl)-2-(methoxycarbonyl)pyrrolidin-4-yloxy]-7-methoxyquinazoline), Cl (hydrochloric acid). Run in CO (methanol), C1CCOC1 (THF), O (water). Reaction conditions: time 16 hour. The product is ClC=1C(=C(NC2=NC=NC3=CC(=C(C=C23)O[C@@H]2C[C@H](N(C2)C(=O)OC(C)(C)C)C(=O)O)OC)C=CC1)F (4-(3-chloro-2-fluoroanilino)-6-[(2S,4R)-1-(tert-butoxycarbonyl)-2-carboxypyrrolidin-4-yloxy]-7-methoxyquinazoline), solid. As a reaction SMILES: [OH-].[Na+].[Cl:3][C:4]1[C:5]([F:40])=[C:6]([CH:37]=[CH:38][CH:39]=1)[NH:7][C:8]1[C:17]2[C:12](=[CH:13][C:14]([O:35][CH3:36])=[C:15]([O:18][C@H:19]3[CH2:23][N:22]([C:24]([O:26][C:27]([CH3:30])([CH3:29])[CH3:28])=[O:25])[C@H:21]([C:31]([O:33]C)=[O:32])[CH2:20]3)[CH:16]=2)[N:11]=[CH:10][N:9]=1.Cl>CO.C1COCC1.O>[Cl:3][C:4]1[C:5]([F:40])=[C:6]([CH:37]=[CH:38][CH:39]=1)[NH:7][C:8]1[C:17]2[C:12](=[CH:13][C:14]([O:35][CH3:36])=[C:15]([O:18][C@H:19]3[CH2:23][N:22]([C:24]([O:26][C:27]([CH3:30])([CH3:29])[CH3:28])=[O:25])[C@H:21]([C:31]([OH:33])=[O:32])[CH2:20]3)[CH:16]=2)[N:11]=[CH:10][N:9]=1 |f:0.1|. Reported procedure: Aqueous sodium hydroxide solution (2M, 1.0 ml) was added to a stirred solution of 4-(3-chloro-2-fluoroanilino)-6-[(2S,4R)-1-(tert-butoxycarbonyl)-2-(methoxycarbonyl)pyrrolidin-4-yloxy]-7-methoxyquinazoline (prepared as described in Example 46; preparation of starting materials) in methanol (8 ml) and THF (3 ml) and the reaction mixture was stirred at room temperature for 16 hours. The reaction mixture was then reduced under vacuum and the residue dissolved in water and adjusted to pH 6 by the ad... Starting materials: O1C=C(C2=C1C=CC=C2)CCC=2N=CN(C2)C(C2=CC=CC=C2)(C2=CC=CC=C2)C2=CC=CC=C2 (4-(1-Benzofuran-3-yl-ethyl)-1-trityl-1H-imidazole), [OH-].[Na+] (NaOH). Solvent: C(C)(=O)O (acetic acid), O (water). The product is O1C=C(C2=C1C=CC=C2)CCC=2N=CNC2 (4-(1-benzofuran-3-yl-ethyl)-1H-imidazole). Reaction SMILES: [O:1]1[C:5]2[CH:6]=[CH:7][CH:8]=[CH:9][C:4]=2[C:3]([CH2:10][CH2:11][C:12]2[N:13]=[CH:14][N:15](C(C3C=CC=CC=3)(C3C=CC=CC=3)C3C=CC=CC=3)[CH:16]=2)=[CH:2]1.[OH-].[Na+]>C(O)(=O)C.O>[O:1]1[C:5]2[CH:6]=[CH:7][CH:8]=[CH:9][C:4]=2[C:3]([CH2:10][CH2:11][C:12]2[N:13]=[CH:14][NH:15][CH:16]=2)=[CH:2]1 |f:1.2|. Reported procedure: 4-(1-Benzofuran-3-yl-ethyl)-1-trityl-1H-imidazole (Intermediate I4) (0.52 g) in acetic acid (10 mL) and water (5 mL) was heated to reflux for 1 h. The mixture was cooled to rt and the pH was adjusted with 2M NaOH until basic. The aqueous layer was extracted with dichloromethane. The organic layers were combined, dried over MgSO4 and filtered through paper. The solvent was removed under a vacuum. The residue was purified by chromatography on silical gel with 2.5% NH3-MeOH: CH2Cl2 to give 4-(1-ben... Reactants: CC(C)(C)S(=O)(=O)CC(Cc1ccccc1)C(=O)O, CCN1CCOCC1, ClCCCl, COC(=O)C(N)Cc1c[nH]cn1, CN(C)C=O, Cl, Cl, On1nnc2ccccc21. The product is COC(=O)C(Cc1c[nH]cn1)NC(=O)C(Cc1ccccc1)CS(=O)(=O)C(C)(C)C. RXN SMILES: [C:1]([CH3:2])([CH3:3])([CH3:4])[S:5](=[O:6])(=[O:7])[CH2:8][CH:9]([C:10](=[O:11])[OH:12])[CH2:13][c:14]1[cH:15][cH:16][cH:17][cH:18][cH:19]1.[CH2:34]([N:35]1[CH2:36][CH2:37][O:38][CH2:39][CH2:40]1)[CH3:41].[CH2:52]([Cl:53])[CH2:54][Cl:55].[CH3:22][O:23][C:24]([CH:25]([NH2:26])[CH2:27][c:28]1[cH:29][nH:30][cH:31][n:32]1)=[O:33].[CH3:56][N:57]([CH3:58])[CH:59]=[O:60].[ClH:20].[ClH:21].[OH:42][n:43]1[c:44]2[c:45]([cH:46][cH:47][cH:48][cH:49]2)[n:50][n:51]1>>[C:1]([CH3:2])([CH3:3])([CH3:4])[S:5](=[O:6])(=[O:7])[CH2:8][CH:9]([C:10](=[O:12])[NH:26][CH:25]([C:24]([O:23][CH3:22])=[O:33])[CH2:27][c:28]1[cH:29][nH:30][cH:31][n:32]1)[CH2:13][c:14]1[cH:15][cH:16][cH:17][cH:18][cH:19]1.